From a dataset of the Open Reaction Database (ORD), a public repository of structured organic reaction records. describe an organic reaction: reactants, conditions, products, and yield The product is Cl.OC(C(C)N1CCC(CC1)N1C(NC2=C1C=CC=C2)=O)C2=CC(=C(C=C2)O)O (1-[3-hydroxy-3-(3,4-dihydroxyphenyl)-2-propyl]-4-(2-keto-1-benzimidazolinyl)-piperidine hydrochloride). The solvent is CO (methanol), CO (methanol). The reactants are OC(C(C)N1CCC(CC1)N1C(NC2=C1C=CC=C2)=O)C2=CC(=C(C=C2)OCC2=CC=CC=C2)OCC2=CC=CC=C2 (1-[3-hydroxy-3-(3,4-dibenzyloxyphenyl)-2-propyl]-4-(2-keto-1-benzimidazolinyl)-piperidine), Cl (hydrogen chloride), [H][H] (hydrogen). Run at time 8 hour. Isolated yield 61.4%. RXN SMILES: [OH:1][CH:2]([C:21]1[CH:26]=[CH:25][C:24]([O:27]CC2C=CC=CC=2)=[C:23]([O:35]CC2C=CC=CC=2)[CH:22]=1)[CH:3]([N:5]1[CH2:10][CH2:9][CH:8]([N:11]2[C:15]3[CH:16]=[CH:17][CH:18]=[CH:19][C:14]=3[NH:13][C:12]2=[O:20])[CH2:7][CH2:6]1)[CH3:4].[ClH:43].[H][H]>[C].[Pd].CO>[ClH:43].[OH:1][CH:2]([C:21]1[CH:26]=[CH:25][C:24]([OH:27])=[C:23]([OH:35])[CH:22]=1)[CH:3]([N:5]1[CH2:10][CH2:9][CH:8]([N:11]2[C:15]3[CH:16]=[CH:17][CH:18]=[CH:19][C:14]=3[NH:13][C:12]2=[O:20])[CH2:7][CH2:6]1)[CH3:4] |f:3.4,6.7|. Reported procedure: To 130 ml of a methanol solution containing 1.75 g of 1-[3-hydroxy-3-(3,4-dibenzyloxyphenyl)-2-propyl]-4-(2-keto-1-benzimidazolinyl)-piperidine is added 1 ml of a methanol solution containing 120 mg of hydrogen chloride, and, 0.2 g of palladium carbon is added thereto. The mixture is vigorously shaked in a hydrogen stream at room temperature. After stirring overnight, the catalyst is removed by filtration and the mother liquor is concentrated under reduced pressure. The resultant oily material i... The reagents and catalysts are [C].[Pd] (palladium carbon). Starting materials: BrB(Br)Br, COc1ccc(CN2C(=O)C(C)(C)c3cc4nc(NC(=O)c5ccccc5)[nH]c4cc32)cc1, ClCCl, Cl. Yields the product CC1(C)C(=O)N(Cc2ccc(O)cc2)c2cc3[nH]c(NC(=O)c4ccccc4)nc3cc21. RXN SMILES: [B:34]([Br:35])([Br:36])[Br:37].[CH3:1][O:2][c:3]1[cH:4][cH:5][c:6]([CH2:7][N:8]2[C:9](=[O:31])[C:10]([CH3:29])([CH3:30])[c:11]3[cH:12][c:13]4[c:14]([cH:15][c:16]32)[nH:17][c:18]([NH:20][C:21]([c:22]2[cH:23][cH:24][cH:25][cH:26][cH:27]2)=[O:28])[n:19]4)[cH:32][cH:33]1.[Cl:39][CH2:40][Cl:41].[ClH:38]>>[OH:2][c:3]1[cH:4][cH:5][c:6]([CH2:7][N:8]2[C:9](=[O:31])[C:10]([CH3:29])([CH3:30])[c:11]3[cH:12][c:13]4[c:14]([cH:15][c:16]32)[nH:17][c:18]([NH:20][C:21]([c:22]2[cH:23][cH:24][cH:25][cH:26][cH:27]2)=[O:28])[n:19]4)[cH:32][cH:33]1. The reactants are COc1ccc(C(O)c2cc3ccncc3[nH]2)cc1, C1CCOC1. Product: COc1ccc(C(=O)c2cc3ccncc3[nH]2)cc1. RXN SMILES: [CH3:1][O:2][c:3]1[cH:4][cH:5][c:6]([CH:9]([OH:10])[c:11]2[cH:12][c:13]3[c:14]([cH:15][n:16][cH:17][cH:18]3)[nH:19]2)[cH:7][cH:8]1.[O:20]1[CH2:21][CH2:22][CH2:23][CH2:24]1>>[CH3:1][O:2][c:3]1[cH:4][cH:5][c:6]([C:9](=[O:10])[c:11]2[cH:12][c:13]3[c:14]([cH:15][n:16][cH:17][cH:18]3)[nH:19]2)[cH:7][cH:8]1. The reactants are [Cl-].[NH4+] (Ammonium chloride), C(C1=CC=CC=C1)N1N=C(C2=C(C=CC=C12)[N+](=O)[O-])I (1-Benzyl-3-iodo-4-nitro-1H-indazole). The reagents and catalysts are [Fe] (iron). The solvent is C(C)(=O)OCC (ethyl acetate), C(C)O (ethanol), O (water). Reaction conditions: temperature 75 celsius. Yields the product C(C1=CC=CC=C1)N1N=C(C=2C(=CC=CC12)N)I (1-benzyl-3-iodo-1H-indazol-4-amine). Yield: 99.9%. As a reaction SMILES: [CH2:1]([N:8]1[C:16]2[C:11](=[C:12]([N+:17]([O-])=O)[CH:13]=[CH:14][CH:15]=2)[C:10]([I:20])=[N:9]1)[C:2]1[CH:7]=[CH:6][CH:5]=[CH:4][CH:3]=1.[Cl-].[NH4+]>C(O)C.O.C(OCC)(=O)C.[Fe]>[CH2:1]([N:8]1[C:16]2[CH:15]=[CH:14][CH:13]=[C:12]([NH2:17])[C:11]=2[C:10]([I:20])=[N:9]1)[C:2]1[CH:3]=[CH:4][CH:5]=[CH:6][CH:7]=1 |f:1.2|. Reported procedure: 1-Benzyl-3-iodo-4-nitro-1H-indazole (340 mg; 0.897 mmol) was dissolved in a mixture of ethanol (8 mL) and water (2 mL). Ammonium chloride (24 mg; 0.45 mmol) and iron powder (501 mg; 8.97 mmol) were added and the mixture was stirred with heating to 75° C. under a nitrogen atmosphere for 4 hours. The mixture was allowed to cool, diluted with ethyl acetate (50 mL) and filtered through a pad of Celite. The solution was concentrated under reduced pressure to give 1-benzyl-3-iodo-1H-indazol-4-amine (3... Reactants: C1CCC(CC1)N=C=NC2CCCCC2 (DCC), N1=C(C=CC2=CC=CC=C12)C(=O)N[C@@H](CC(N)=O)C(=O)O (quinoline-2-carbonyl-(L)-asparagine), C=1C=CC2=C(C1)N=NN2O (HOBT), CN1CCOCC1 (NMM), O[C@@H](CN(NC(=O)OC(C)(C)C)CC1CCCCC1)[C@H](CC1=CC=CC=C1)N (1-[2(S)-hydroxy-3(S)-amino-4-phenyl-butyl]-1-[cyclohexylmethyl]-2-[tert-butoxycarbonyl]-hydrazine). Run in hydrochloride salt, C1CCOC1 (THF). Reaction conditions: time 10 minute. The product is O[C@@H](CN(NC(=O)OC(C)(C)C)CC1CCCCC1)[C@H](CC1=CC=CC=C1)NC([C@@H](NC(=O)C1=NC2=CC=CC=C2C=C1)CC(N)=O)=O (1-[2(S)-Hydroxy-3(S)-(N-(quinoline-2-carbonyl)-(L)-asparaginyl)amino-4-phenyl-butyl]-1-[cyclohexylmethyl]-2-[tert-butoxycarbonyl]-hydrazine). RXN SMILES: [N:1]1[C:10]2[C:5](=[CH:6][CH:7]=[CH:8][CH:9]=2)[CH:4]=[CH:3][C:2]=1[C:11]([NH:13][C@H:14]([C:19]([OH:21])=O)[CH2:15][C:16](=[O:18])[NH2:17])=[O:12].C1CCC(N=C=NC2CCCCC2)CC1.C1C=CC2N(O)N=NC=2C=1.CN1CCOCC1.[OH:54][C@H:55]([C@@H:73]([NH2:81])[CH2:74][C:75]1[CH:80]=[CH:79][CH:78]=[CH:77][CH:76]=1)[CH2:56][N:57]([CH2:66][CH:67]1[CH2:72][CH2:71][CH2:70][CH2:69][CH2:68]1)[NH:58][C:59]([O:61][C:62]([CH3:65])([CH3:64])[CH3:63])=[O:60]>C1COCC1>[OH:54][C@H:55]([C@@H:73]([NH:81][C:19](=[O:21])[C@H:14]([CH2:15][C:16](=[O:18])[NH2:17])[NH:13][C:11]([C:2]1[CH:3]=[CH:4][C:5]2[C:10](=[CH:9][CH:8]=[CH:7][CH:6]=2)[N:1]=1)=[O:12])[CH2:74][C:75]1[CH:80]=[CH:79][CH:78]=[CH:77][CH:76]=1)[CH2:56][N:57]([CH2:66][CH:67]1[CH2:68][CH2:69][CH2:70][CH2:71][CH2:72]1)[NH:58][C:59]([O:61][C:62]([CH3:65])([CH3:63])[CH3:64])=[O:60]. Procedure: At 5° C., 940 mg (3.27 mmol) of quinoline-2-carbonyl-(L)-asparagine (in the form of the hydrochloride salt) are dissolved in 35 ml of THF, and 736 mg (3.57 mmol) of DCC are added. After 10 min, 482 mg (3.57 mmol) of HOBT, 0.82 ml (7.44 mmol) of NMM and 1.165 g (2.98 mmol) of 1-[2(S)-hydroxy-3(S)-amino-4-phenyl-butyl]-1-[cyclohexylmethyl]-2-[tert-butoxycarbonyl]-hydrazine are added and the mixture is stirred at RT for 18 h. The reaction mixture is filtered and the filtrate is concentrated by evap... RXN SMILES: COC(=O)C1C=CC(OCC2C=CC3C(=CC=CC=3)N=2)=CC=1.[CH3:23][N:24]1[CH:28]=[C:27]([C:29]2[CH:34]=[CH:33][N:32]=[CH:31][CH:30]=2)[C:26]([C:35]2[CH:40]=[CH:39][C:38]([OH:41])=[CH:37][CH:36]=2)=[N:25]1.[Cl:42][C:43]1[CH:52]=[C:51]2[C:46]([CH:47]=[CH:48][C:49]([CH2:53]Cl)=[N:50]2)=[CH:45][CH:44]=1>>[ClH:42].[Cl:42][C:43]1[CH:52]=[C:51]2[C:46]([CH:47]=[CH:48][C:49]([CH2:53][O:41][C:38]3[CH:39]=[CH:40][C:35]([C:26]4[C:27]([C:29]5[CH:30]=[CH:31][N:32]=[CH:33][CH:34]=5)=[CH:28][N:24]([CH3:23])[N:25]=4)=[CH:36][CH:37]=3)=[N:50]2)=[CH:45][CH:44]=1 |f:3.4|. Procedure: Following the procedure for the preparation of 4-(Quinolin-2-ylmethoxy)-benzoic acid methyl ester but substituting 4-(1-Methyl-4-pyridin-4-yl-1H-pyrazol-3-yl)-phenol and 7-chloro-2-chloromethyl-quinoline provided the title compound. 1H NMR (400 MHz, DMSO) δ 8.66 (d, J=6.6 Hz, 2H), 8.54 (s, 1 H), 8.47 (d, J=8.3, 2H), 8.04 (m, 2H), 7.70 (m, 2H), 7.65 (m, 1H), 7.36 (d, J=8.7 Hz, 2H), 7.12 (d, J=8.7, 2H), 5.38 (s, 2H), 3.90 (s, 3 H); MS: (M+H m/z=427.1). Yields the product Cl.ClC1=CC=C2C=CC(=NC2=C1)COC1=CC=C(C=C1)C1=NN(C=C1C1=CC=NC=C1)C (7-Chloro-2-[4-(1-methyl-4-pyridin-4-yl-1H-pyrazol-3-yl)-phenoxymethyl]-quinoline hydrogen chloride). Reactants: COC(C1=CC=C(C=C1)OCC1=NC2=CC=CC=C2C=C1)=O (4-(Quinolin-2-ylmethoxy)-benzoic acid methyl ester), CN1N=C(C(=C1)C1=CC=NC=C1)C1=CC=C(C=C1)O (4-(1-Methyl-4-pyridin-4-yl-1H-pyrazol-3-yl)-phenol), ClC1=CC=C2C=CC(=NC2=C1)CCl (7-chloro-2-chloromethyl-quinoline). The reactants are CCOC(=O)c1cn(C2CC2)c2c(C)c(N3CCC(N(C)Cc4ccccc4)C3)c(F)cc2c1=O, Cl, [Na+], [OH-]. The product is Cc1c(N2CCC(N(C)Cc3ccccc3)C2)c(F)cc2c(=O)c(C(=O)O)cn(C3CC3)c12. Reaction SMILES: [CH:1]1([n:4]2[cH:5][c:6]([C:31](=[O:32])[O:33][CH2:34][CH3:35])[c:7](=[O:30])[c:8]3[cH:9][c:10]([F:29])[c:11]([N:15]4[CH2:16][CH:17]([N:20]([CH3:21])[CH2:22][c:23]5[cH:24][cH:25][cH:26][cH:27][cH:28]5)[CH2:18][CH2:19]4)[c:12]([CH3:14])[c:13]23)[CH2:2][CH2:3]1.[ClH:38].[Na+:37].[OH-:36]>>[CH:1]1([n:4]2[cH:5][c:6]([C:31](=[O:32])[OH:33])[c:7](=[O:30])[c:8]3[cH:9][c:10]([F:29])[c:11]([N:15]4[CH2:16][CH:17]([N:20]([CH3:21])[CH2:22][c:23]5[cH:24][cH:25][cH:26][cH:27][cH:28]5)[CH2:18][CH2:19]4)[c:12]([CH3:14])[c:13]23)[CH2:2][CH2:3]1.